This data is from the Open Reaction Database (ORD), a public repository of structured organic reaction records. The task is: describe an organic reaction: reactants, conditions, products, and yield The reactants are ClC=1C=C(C=CC1OCC1=NC=CC=C1)NC1=NC=NC2=CC=CC(=C12)OCCNCCO (2-({2-[(4-{[3-chloro-4-(pyridin-2-ylmethoxy)phenyl]amino}quinazolin-5-yl)oxy]ethyl}amino)ethanol), C(C)(=O)Cl (acetyl chloride). Yields the product ClC=1C=C(C=CC1OCC1=NC=CC=C1)NC1=NC=NC2=CC=CC(=C12)OCCN(C(C)=O)CCO (N-{2-[(4-{[3-Chloro-4-(pyridin-2-ylmethoxy)phenyl]amino}quinazolin-5-yl)oxy]ethyl}-N-(2-hydroxyethyl)acetamide). The yield is 21.0%. Reaction SMILES: [Cl:1][C:2]1[CH:3]=[C:4]([NH:16][C:17]2[C:26]3[C:21](=[CH:22][CH:23]=[CH:24][C:25]=3[O:27][CH2:28][CH2:29][NH:30][CH2:31][CH2:32][OH:33])[N:20]=[CH:19][N:18]=2)[CH:5]=[CH:6][C:7]=1[O:8][CH2:9][C:10]1[CH:15]=[CH:14][CH:13]=[CH:12][N:11]=1.[C:34](Cl)(=[O:36])[CH3:35]>>[Cl:1][C:2]1[CH:3]=[C:4]([NH:16][C:17]2[C:26]3[C:21](=[CH:22][CH:23]=[CH:24][C:25]=3[O:27][CH2:28][CH2:29][N:30]([CH2:31][CH2:32][OH:33])[C:34](=[O:36])[CH3:35])[N:20]=[CH:19][N:18]=2)[CH:5]=[CH:6][C:7]=1[O:8][CH2:9][C:10]1[CH:15]=[CH:14][CH:13]=[CH:12][N:11]=1. Reported procedure: The procedure described in Example 5 was repeated using 2-({2-[(4-{[3-chloro-4-(pyridin-2-ylmethoxy)phenyl]amino}quinazolin-5-yl)oxy]ethyl}amino)ethanol and acetyl chloride to give the title compound in 21% yield; NMR spectrum (DMSO-d6) 2.00 (s, 3H), 3.43 (t, 2H), 3.54-3.59 (m, 2H), 3.88-3.97 (m, 2H), 4.41 (t, 2H), 4.85 (t, 1H), 5.31 (s, 2H), 7.16 (d, 1H), 7.25 (d, 1H), 7.33 (d, 1H), 7.35-7.40 (m, 1H), 7.57-7.62 (m, 2H), 7.70-7.75 (m, 1H), 7.86-7.92 (m, 1H), 7.96 (d, 1H), 8.45 (s, 1H), 8.61 (d, ...